This data is from the Open Reaction Database (ORD), a public repository of structured organic reaction records. The task is: describe an organic reaction: reactants, conditions, products, and yield Starting materials: N#Cc1ccc2[nH]cc(CCN)c2c1, CCN(C(C)C)C(C)C, O=C(Cl)OCc1ccccc1, C1CCOC1. Yields the product N#Cc1ccc2[nH]cc(CCNC(=O)OCc3ccccc3)c2c1. RXN SMILES: [C:10](#[N:11])[c:12]1[cH:13][c:14]2[c:15]([CH2:21][CH2:22][NH2:23])[cH:16][nH:17][c:18]2[cH:19][cH:20]1.[CH:1]([N:2]([CH:3]([CH3:4])[CH3:5])[CH2:6][CH3:7])([CH3:8])[CH3:9].[Cl:24][C:25](=[O:26])[O:27][CH2:28][c:29]1[cH:30][cH:31][cH:32][cH:33][cH:34]1.[O:35]1[CH2:36][CH2:37][CH2:38][CH2:39]1>>[C:10](#[N:11])[c:12]1[cH:13][c:14]2[c:15]([CH2:21][CH2:22][NH:23][C:25](=[O:26])[O:27][CH2:28][c:29]3[cH:30][cH:31][cH:32][cH:33][cH:34]3)[cH:16][nH:17][c:18]2[cH:19][cH:20]1. The reactants are C(=O)(O)[O-].[Na+] (NaHCO3), C1=CC(=CC(=C1)Cl)C(=O)OO (mCPBA), O[C@@H]1[C@]2(C)[C@@H](CC1)[C@@H]1CC=C3C(C(CC[C@]3(C)[C@H]1CC2)=O)(C)C (17β-hydroxy-4,4-dimethylandrost-5-en-3-one), [O-]S(=O)[O-].[Na+].[Na+] (Na2SO3). The solvent is C(Cl)Cl (DCM). Reaction conditions: time 8 hour. Yields the product O1[C@]23[C@@H]1C[C@H]1[C@@H]4CC[C@@H]([C@@]4(C)CC[C@@H]1[C@]3(CCC(C2(C)C)=O)C)O (5α,6α-epoxy-4,4-dimethyl-17β-hydroxyandrostan-3-one). Yield: 21.9%. As a reaction SMILES: C1C=C(Cl)C=C(C(OO)=[O:9])C=1.[OH:12][C@H:13]1[CH2:18][CH2:17][C@H:16]2[C@H:19]3[C@H:29]([CH2:30][CH2:31][C@:14]12[CH3:15])[C@:27]1([CH3:28])[C:22]([C:23]([CH3:34])([CH3:33])[C:24](=[O:32])[CH2:25][CH2:26]1)=[CH:21][CH2:20]3.[O-]S([O-])=O.[Na+].[Na+].C([O-])(O)=O.[Na+]>C(Cl)Cl>[O:9]1[C@H:21]2[CH2:20][C@@H:19]3[C@@H:29]([C@@:27]4([CH3:28])[CH2:26][CH2:25][C:24](=[O:32])[C:23]([CH3:34])([CH3:33])[C@:22]124)[CH2:30][CH2:31][C@@:14]1([CH3:15])[C@H:16]3[CH2:17][CH2:18][C@@H:13]1[OH:12] |f:2.3.4,5.6|. Procedure: mCPBA (1.17 g) was added to a stirred solution of 17β-hydroxy-4,4-dimethylandrost-5-en-3-one (1.00 g) in DCM (30 ml). After 8 h at RT, a 10% Na2SO3 aqueous solution was added. The mixture was neutralized by addition of 5% aqueous NaHCO3 solution and was extracted with DCM (3×100 ml). The combined organic extracts were washed with H2O, dried over Na2SO4, and evaporated to dryness. The mixture was purified by flash chromatography (SiO2, n-hexane/EtOAc 70/30) to give 5α,6α-epoxy-4,4-dimethyl-17β-hy... Reactants: ice, NC1=C(C=C(C=C1)C(F)(F)F)[N+](=O)[O-] (4-amino-3-nitro-benzotrifluoride), NC(=O)N (urea), [N-]=[N+]=[N-].[Na+] (sodium azide), 62.3, S(O)(O)(=O)=O (sulfuric acid), N(=O)[O-].[Na+] (Sodium nitrite). Run in O (water), C1(=CC=CC=C1)C (toluene), C(C)(=O)O (acetic acid), C1(=CC=CC=C1)C (toluene). Run at time 20 minute. Yields the product C1=CC2=[N+](ON=C2C=C1C(F)(F)F)[O-] (5-Trifluoromethylbenzofuroxan). RXN SMILES: [NH2:1][C:2]1[CH:7]=[CH:6][C:5]([C:8]([F:11])([F:10])[F:9])=[CH:4][C:3]=1[N+:12]([O-:14])=O.S(=O)(=O)(O)[OH:16].N([O-])=O.[Na+].NC(N)=O.[N-]=[N+]=[N-].[Na+]>C1(C)C=CC=CC=1.O.C(O)(=O)C>[CH:6]1[C:5]([C:8]([F:11])([F:10])[F:9])=[CH:4][C:3]2[C:2](=[N+:1]([O-:16])[O:14][N:12]=2)[CH:7]=1 |f:2.3,5.6|. Reported procedure: A solution of 103 grams (0.5 mole) of 4-amino-3-nitro-benzotrifluoride, 750 ml. of acetic acid and 385 ml. of concentrated sulfuric acid is cooled in an ice-bath with sufficient stirring. Sodium nitrite (38 grams, 0.55 moles) is added portionwise at such a rate that the reaction temperature does not exceed 5° C. After addition is complete, 38 grams of urea is added, and with vigoroug stirring 32.5 grams of sodium azide is then added. Stirring is continued for 20 minutes, then the reaction mixtur... Reactants: FC1=CC=C(CN2C([C@H](OC(C2)C)O)=O)C=C1 ((S)-4-(4-fluorobenzyl)-2-hydroxy-6-methylmorpholin-3-one), S(=O)(Cl)Cl (thionyl chloride), C1(=CC=CC=C1)P(C1=CC=CC=C1)C1=CC=CC=C1 (triphenylphosphine), FC=1C=C(C=O)C=CC1N1C=NC(=C1)C (3-fluoro-4-(4-methyl-1H-imidazol-1-yl)benzaldehyde). The product is FC1=CC=C(CN2C(/C(/O[C@H](C2)C)=C/C2=CC(=C(C=C2)N2C=NC(=C2)C)F)=O)C=C1 ((Z)-(S)-4-(4-fluorobenzyl)-2-[1-[3-fluoro-4-(4-methyl-1H-imidazol-1-yl)phenyl]methylidene]-6-methylmorpholin-3-one). RXN SMILES: [F:1][C:2]1[CH:17]=[CH:16][C:5]([CH2:6][N:7]2[CH2:12][CH:11]([CH3:13])[O:10][C@H:9](O)[C:8]2=[O:15])=[CH:4][CH:3]=1.S(Cl)(Cl)=O.C1(P(C2C=CC=CC=2)C2C=CC=CC=2)C=CC=CC=1.[F:41][C:42]1[CH:43]=[C:44]([CH:47]=[CH:48][C:49]=1[N:50]1[CH:54]=[C:53]([CH3:55])[N:52]=[CH:51]1)[CH:45]=O>>[F:1][C:2]1[CH:17]=[CH:16][C:5]([CH2:6][N:7]2[CH2:12][C@H:11]([CH3:13])[O:10]/[C:9](=[CH:45]\[C:44]3[CH:47]=[CH:48][C:49]([N:50]4[CH:54]=[C:53]([CH3:55])[N:52]=[CH:51]4)=[C:42]([F:41])[CH:43]=3)/[C:8]2=[O:15])=[CH:4][CH:3]=1. Procedure: 9.06 mg of the title compound was obtained from (S)-4-(4-fluorobenzyl)-2-hydroxy-6-methylmorpholin-3-one, thionyl chloride, triphenylphosphine, and 3-fluoro-4-(4-methyl-1H-imidazol-1-yl)benzaldehyde in the same manner as in Example 5. Reactants: COc1cc2oc(-c3ccccc3)c(-c3ccc(C4(NC(=O)OC(C)(C)C)CCC4)cc3)c(=O)c2cc1Br, NC1(c2ccc(-c3c(-c4ccccc4)oc4ccc(F)cc4c3=O)cc2)CCC1. Yields the product COc1cc2oc(-c3ccccc3)c(-c3ccc(C4(N)CCC4)cc3)c(=O)c2cc1Br. RXN SMILES: [C:30]([O:31][C:32](=[O:33])[NH:36][C:37]1([c:41]2[cH:42][cH:43][c:44](-[c:47]3[c:48](-[c:61]4[cH:62][cH:63][cH:64][cH:65][cH:66]4)[o:49][c:50]4[cH:51][c:52]([O:59][CH3:60])[c:53]([Br:58])[cH:54][c:55]4[c:56]3=[O:57])[cH:45][cH:46]2)[CH2:38][CH2:39][CH2:40]1)([CH3:34])([CH3:35])[CH3:67].[NH2:1][C:2]1([c:3]2[cH:4][cH:5][c:6](-[c:7]3[c:8](=[O:9])[c:10]4[c:11]([cH:12][cH:13][c:14]([F:15])[cH:16]4)[o:17][c:18]3-[c:19]3[cH:20][cH:21][cH:22][cH:23][cH:24]3)[cH:25][cH:26]2)[CH2:27][CH2:28][CH2:29]1>>[NH2:36][C:37]1([c:41]2[cH:42][cH:43][c:44](-[c:47]3[c:48](-[c:61]4[cH:62][cH:63][cH:64][cH:65][cH:66]4)[o:49][c:50]4[cH:51][c:52]([O:59][CH3:60])[c:53]([Br:58])[cH:54][c:55]4[c:56]3=[O:57])[cH:45][cH:46]2)[CH2:38][CH2:39][CH2:40]1. Reactants: Cc1nc(O)c(C#N)c(C)c1Br, CN(C)C=O, Cl, O=P(Cl)(Cl)Cl. Product: Cc1nc(Cl)c(C#N)c(C)c1Br. Reaction SMILES: [Br:1][c:2]1[c:3]([CH3:12])[c:4]([C:10]#[N:11])[c:5]([OH:9])[n:6][c:7]1[CH3:8].[CH3:13][N:14]([CH3:15])[CH:16]=[O:17].[ClH:18].[P:19]([Cl:20])([Cl:21])([Cl:22])=[O:23]>>[Br:1][c:2]1[c:3]([CH3:12])[c:4]([C:10]#[N:11])[c:5]([Cl:18])[n:6][c:7]1[CH3:8]. Yields the product C(C)(C)(C)C1C(=C(C(N1CCC1CCCC1)=O)C1=C(S(C2=C(N1)C=CC(=C2)NS(=O)(=O)C)(=O)=O)C#N)O (N-{3-[5-tert-Butyl-1-(2-cyclopentyl-ethyl)-4-hydroxy-2-oxo-2,5-dihydro-1H-pyrrol-3-yl]-2-cyano-1,1-dioxo-1,4-dihydro-1λ6-benzo[1,4]thiazin-7-yl}-methanesulfonamide). Starting materials: C(C)(C)(C)C1C(=C(C(N1CCC1CCCC1)=O)C1=CS(C2=C(N1)C=CC(=C2)NS(=O)(=O)C)(=O)=O)O (N-{3-[5-tert-butyl-1-(2-cyclopentyl-ethyl)-4-hydroxy-2-oxo-2,5-dihydro-1H-pyrrol-3-yl]-1,1-dioxo-1,4-dihydro-1λ6-benzo[1,4]thiazin-7-yl}-methanesulfonamide), C(C)(C)(C)C1C(=C(C(N1CC1=CC(=C(C=C1)F)C)=O)C1=CS(C2=C(N1)C=CC(=C2)NS(=O)(=O)C)(=O)=O)O (N-{3-[5-tert-butyl-1-(4-fluoro-3-methyl-benzyl)-4-hydroxy-2-oxo-2,5-dihydro-1H-pyrrol-3-yl]-1,1-dioxo-1,4-dihydro-1λ6-benzo[1,4]thiazin-7-yl}-methanesulfonamide). RXN SMILES: [C:1]([CH:5]1[N:9]([CH2:10][CH2:11][CH:12]2[CH2:16][CH2:15][CH2:14][CH2:13]2)[C:8](=[O:17])[C:7]([C:18]2[NH:23][C:22]3[CH:24]=[CH:25][C:26]([NH:28][S:29]([CH3:32])(=[O:31])=[O:30])=[CH:27][C:21]=3[S:20](=[O:34])(=[O:33])[CH:19]=2)=[C:6]1[OH:35])([CH3:4])([CH3:3])[CH3:2].C(C1[N:44](CC2C=CC(F)=C(C)C=2)[C:43](=O)C(C2NC3C=CC(NS(C)(=O)=O)=CC=3S(=O)(=O)C=2)=C1O)(C)(C)C>>[C:1]([CH:5]1[N:9]([CH2:10][CH2:11][CH:12]2[CH2:13][CH2:14][CH2:15][CH2:16]2)[C:8](=[O:17])[C:7]([C:18]2[NH:23][C:22]3[CH:24]=[CH:25][C:26]([NH:28][S:29]([CH3:32])(=[O:30])=[O:31])=[CH:27][C:21]=3[S:20](=[O:34])(=[O:33])[C:19]=2[C:43]#[N:44])=[C:6]1[OH:35])([CH3:4])([CH3:2])[CH3:3]. Procedure: N-{3-[5-tert-Butyl-1-(2-cyclopentyl-ethyl)-4-hydroxy-2-oxo-2,5-dihydro-1H-pyrrol-3-yl]-2-cyano-1,1-dioxo-1,4-dihydro-1λ6-benzo[1,4]thiazin-7-yl}-methanesulfonamide was prepared from N-{3-[5-tert-butyl-1-(2-cyclopentyl-ethyl)-4-hydroxy-2-oxo-2,5-dihydro-1H-pyrrol-3-yl]-1,1-dioxo-1,4-dihydro-1λ6-benzo[1,4]thiazin-7-yl}-methanesulfonamide (15c, R3=c-C5H9—(CH2)2) to afford 27 mg (16%) of I-28: LCMS RT 2.71 min, M−H.